Dataset: the Open Reaction Database (ORD), a public repository of structured organic reaction records. Task: describe an organic reaction: reactants, conditions, products, and yield RXN SMILES: Cl[C:2]([C:7]1(C)[CH2:11][CH2:10][CH2:9][N:8]1[CH2:12][CH3:13])([CH2:5][CH3:6])[CH2:3][CH3:4].[CH3:15][NH:16][CH3:17]>C(O)C>[CH3:15][N:16]([CH3:17])[CH:7]1[CH2:11][CH2:10][CH2:9][N:8]([CH2:12][CH3:13])[C:2]1([CH2:5][CH3:6])[CH2:3][CH3:4]. Reaction conditions: temperature 40 celsius, time 44 hour. Reactants: ClC(CC)(CC)C1(N(CCC1)CC)C (2-(1-chloro-1-ethylpropyl)methyl-1-ethylpyrrolidine), CNC (dimethylamine). Yields the product CN(C1C(N(CCC1)CC)(CC)CC)C (3-dimethylamino-1,2,2-triethylpiperidine). Procedure: A four-necked pear-shaped flask (500 mL) was charged with 14.04 g (0.07 mol) of 2-(1-chloro-1-ethylpropyl)methyl-1-ethylpyrrolidine, 54.26 g (0.48 mol) of a 40% aqueous dimethylamine solution, and 100 mL of ethanol, and the mixture was stirred at 40° C. for 44 hours. Run in C(C)O (ethanol). Run at temperature 100 celsius, time 1 hour. RXN SMILES: O[C:2]1[C:7]([C:8]([O:10][CH2:11][CH3:12])=[O:9])=[CH:6][N:5]=[C:4]2[N:13]([C:17]3[CH:22]=[CH:21][CH:20]=[CH:19][N:18]=3)[N:14]=[C:15]([CH3:16])[C:3]=12.P(Cl)(Cl)([Cl:25])=O>>[Cl:25][C:2]1[C:7]([C:8]([O:10][CH2:11][CH3:12])=[O:9])=[CH:6][N:5]=[C:4]2[N:13]([C:17]3[CH:22]=[CH:21][CH:20]=[CH:19][N:18]=3)[N:14]=[C:15]([CH3:16])[C:3]=12. Procedure details: A solution of ethyl 4-hydroxy-3-methyl-1-(2-pyridinyl)-1H-pyrazolo[3,4-b]pyridine-5-carboxylate (3.0 g, 0.01 mol) in phosphorous oxychloride (7.7 g, 0.05 mol) was heated and stirred at 100° C. for 1 hour. After the solution was allowed to cool to room temperature, the reaction solvent was evaporated under reduced pressure, and the residue water was added to iced water. After neutralization by the addition of an aqueous sodium hydroxide solution, organic matter was extracted with chloroform. The ... Isolated yield 54.3%. The product is ClC1=C2C(=NC=C1C(=O)OCC)N(N=C2C)C2=NC=CC=C2 (Ethyl 4-chloro-3-methyl-1-(2-pyridinyl)-1H-pyrazolo[3,4-b]pyridine-5-carboxylate). Starting materials: OC1=C2C(=NC=C1C(=O)OCC)N(N=C2C)C2=NC=CC=C2 (ethyl 4-hydroxy-3-methyl-1-(2-pyridinyl)-1H-pyrazolo[3,4-b]pyridine-5-carboxylate), P(=O)(Cl)(Cl)Cl (phosphorous oxychloride).